This data is from the Open Reaction Database (ORD), a public repository of structured organic reaction records. The task is: describe an organic reaction: reactants, conditions, products, and yield The reactants are ClC=1C(=NC=NC1CC)NC1CC2=CC=C(C=C2CC1)OC (5-chloro6-ethyl4-(6-methoxytetralin-2-ylamino)pyrimidine), [OH-].[Na+] (sodium hydroxide). The solvent is Br (HBr), C(C)(=O)O (acetic acid). Yields the product ClC=1C(=NC=NC1CC)NC1CC2=CC=C(C=C2CC1)O (5-Chloro-6-ethyl-4-(6-hydroxytetralin-2-ylamino)pyrimidine). RXN SMILES: [Cl:1][C:2]1[C:3]([NH:10][CH:11]2[CH2:20][CH2:19][C:18]3[C:13](=[CH:14][CH:15]=[C:16]([O:21]C)[CH:17]=3)[CH2:12]2)=[N:4][CH:5]=[N:6][C:7]=1[CH2:8][CH3:9].[OH-].[Na+]>Br.C(O)(=O)C>[Cl:1][C:2]1[C:3]([NH:10][CH:11]2[CH2:20][CH2:19][C:18]3[C:13](=[CH:14][CH:15]=[C:16]([OH:21])[CH:17]=3)[CH2:12]2)=[N:4][CH:5]=[N:6][C:7]=1[CH2:8][CH3:9] |f:1.2|. Reported procedure: A solution of 5.8 g (18 mmol) of 5-chloro6-ethyl4-(6-methoxytetralin-2-ylamino)pyrimidine in 22 ml of 48% HBr and 4.5 ml of acetic acid was heated for 4 hours at 110° C. After the mixture had cooled, it was brought to pH=8 with sodium hydroxide solution and extracted with dichloromethane. After the dichloromethane phase had been dried, concentrated and washed with toluene, 4.8 g (88% of theory) of colorless crystals were obtained (m.p. 178° C.).